This data is from the Open Reaction Database (ORD), a public repository of structured organic reaction records. The task is: describe an organic reaction: reactants, conditions, products, and yield Reactants: COCCn1cc(Br)sc1=NC(=O)C12CC3CC(CC(C3)C1)C2, O=C([O-])[O-], COCCOC, CCO, OB(O)c1ccc(F)cc1F, [Na+], [Na+], O, Cl[Pd]Cl, c1ccc(P(c2ccccc2)c2ccccc2)cc1, c1ccc(P(c2ccccc2)c2ccccc2)cc1. Yields the product COCCn1cc(-c2ccc(F)cc2F)sc1=NC(=O)C12CC3CC(CC(C3)C1)C2. As a reaction SMILES: [Br:1][c:2]1[cH:3][n:4]([CH2:20][CH2:21][O:22][CH3:23])[c:5](=[N:7][C:8](=[O:9])[C:10]23[CH2:11][CH:12]4[CH2:13][CH:14]([CH2:15][CH:16]([CH2:17]2)[CH2:18]4)[CH2:19]3)[s:6]1.[C:35](=[O:36])([O-:37])[O-:38].[CH3:41][O:42][CH2:43][CH2:44][O:45][CH3:46].[CH3:48][CH2:49][OH:50].[F:24][c:25]1[c:26]([B:32]([OH:33])[OH:34])[cH:27][cH:28][c:29]([F:31])[cH:30]1.[Na+:39].[Na+:40].[OH2:47].[Pd:51]([Cl:52])[Cl:53].[c:54]1([P:55]([c:56]2[cH:57][cH:58][cH:59][cH:60][cH:61]2)[c:62]2[cH:63][cH:64][cH:65][cH:66][cH:67]2)[cH:68][cH:69][cH:70][cH:71][cH:72]1.[c:73]1([P:74]([c:75]2[cH:76][cH:77][cH:78][cH:79][cH:80]2)[c:81]2[cH:82][cH:83][cH:84][cH:85][cH:86]2)[cH:87][cH:88][cH:89][cH:90][cH:91]1>>[c:2]1(-[c:26]2[c:25]([F:24])[cH:30][c:29]([F:31])[cH:28][cH:27]2)[cH:3][n:4]([CH2:20][CH2:21][O:22][CH3:23])[c:5](=[N:7][C:8](=[O:9])[C:10]23[CH2:11][CH:12]4[CH2:13][CH:14]([CH2:15][CH:16]([CH2:17]2)[CH2:18]4)[CH2:19]3)[s:6]1.